Dataset: the Open Reaction Database (ORD), a public repository of structured organic reaction records. Task: describe an organic reaction: reactants, conditions, products, and yield Product: C(C1=CC=CC=C1)(=O)N1C(=C(C=2C(=C(C=CC12)OC1=NC(=CC(=N1)OC)OC)C(=O)O)C(=O)OCC)C (1-Benzoyl-5-[(4,6-dimethoxypyrimidin-2-yl)oxy]-3-ethoxycarbonyl-2-methylindol-4-carboxylic Acid). Reaction SMILES: [C:1]([N:9]1[C:17]2[CH:16]=[CH:15][C:14]([O:18][C:19]3[N:24]=[C:23]([O:25][CH3:26])[CH:22]=[C:21]([O:27][CH3:28])[N:20]=3)=[C:13]([C:29]([O:31]CC3C=CC=CC=3)=[O:30])[C:12]=2[C:11]([C:39]([O:41][CH2:42][CH3:43])=[O:40])=[C:10]1[CH3:44])(=[O:8])[C:2]1[CH:7]=[CH:6][CH:5]=[CH:4][CH:3]=1>C(OCC)(=O)C.[C].[Pd]>[C:1]([N:9]1[C:17]2[CH:16]=[CH:15][C:14]([O:18][C:19]3[N:24]=[C:23]([O:25][CH3:26])[CH:22]=[C:21]([O:27][CH3:28])[N:20]=3)=[C:13]([C:29]([OH:31])=[O:30])[C:12]=2[C:11]([C:39]([O:41][CH2:42][CH3:43])=[O:40])=[C:10]1[CH3:44])(=[O:8])[C:2]1[CH:7]=[CH:6][CH:5]=[CH:4][CH:3]=1 |f:2.3|. Procedure details: 1.6 g of benzyl 1-benzoyl-5-[(4,6-dimethoxypyrimidin-2-yl)oxy]-3-ethoxycarbonyl-2-methylindol-4-carboxylate was dissolved in 50 ml of ethyl acetate, and 0.1 g of 10% palladium carbon was added thereto. Then, catalytic reduction was conducted. Insoluble matters were filtered off, and then filtrate was concentrated under reduced pressure. The residue thereby obtained was washed with isopropyl ether to obtain 1.28 g (yield: 97%) of the desired compound. mp: 113°-115° C. The yield is 94.3%. The reactants are C(C1=CC=CC=C1)(=O)N1C(=C(C=2C(=C(C=CC12)OC1=NC(=CC(=N1)OC)OC)C(=O)OCC1=CC=CC=C1)C(=O)OCC)C (benzyl 1-benzoyl-5-[(4,6-dimethoxypyrimidin-2-yl)oxy]-3-ethoxycarbonyl-2-methylindol-4-carboxylate). The solvent is C(C)(=O)OCC (ethyl acetate). The reagents and catalysts are [C].[Pd] (palladium carbon). Product: CCCCC1Cc2cc(OC)ccc2C1=O. RXN SMILES: [CH3:1][O:2][c:3]1[cH:4][c:5]2[c:9]([cH:10][cH:11]1)[C:8](=[O:12])[CH2:7][CH2:6]2.[CH3:21][CH2:22][OH:23].[CH:15]([CH2:16][CH2:17][CH3:18])=[O:19].[ClH:20].[K+:14].[OH-:13]>>[CH3:1][O:2][c:3]1[cH:4][c:5]2[c:9]([cH:10][cH:11]1)[C:8](=[O:12])[CH:7]([CH2:15][CH2:16][CH2:17][CH3:18])[CH2:6]2. The reactants are COc1ccc2c(c1)CCC2=O, CCO, CCCC=O, Cl, [K+], [OH-]. Starting materials: CCOC(=O)c1csc(C2CCCN(C(=O)Cn3nc(C(F)(F)F)cc3C)C2)n1, O=C(O)c1csc(C2CCN(C(=O)Cn3nc(C(F)F)cc3C(F)F)CC2)n1. Product: Cc1cc(C(F)(F)F)nn1CC(=O)N1CCCC(c2nc(C(=O)O)cs2)C1. As a reaction SMILES: [CH3:1][c:2]1[cH:3][c:4]([C:26]([F:27])([F:28])[F:29])[n:5][n:6]1[CH2:7][C:8](=[O:9])[N:10]1[CH2:11][CH:12]([c:16]2[s:17][cH:18][c:19]([C:21](=[O:22])[O:23][CH2:24][CH3:25])[n:20]2)[CH2:13][CH2:14][CH2:15]1.[F:30][CH:31]([F:32])[c:33]1[cH:34][c:35]([CH:36]([F:37])[F:38])[n:39]([CH2:40][C:41]([N:42]2[CH2:43][CH2:44][CH:45]([c:46]3[s:47][cH:48][c:49]([C:50]([OH:51])=[O:52])[n:53]3)[CH2:54][CH2:55]2)=[O:56])[n:57]1>>[CH3:1][c:2]1[cH:3][c:4]([C:26]([F:27])([F:28])[F:29])[n:5][n:6]1[CH2:7][C:8](=[O:9])[N:10]1[CH2:11][CH:12]([c:16]2[s:17][cH:18][c:19]([C:21](=[O:22])[OH:23])[n:20]2)[CH2:13][CH2:14][CH2:15]1. As a reaction SMILES: [CH2:34]1[O:35][CH2:36][CH2:37][CH2:38]1.[CH3:31][CH2:32][OH:33].[ClH:30].[Na+:29].[O:1]1[CH2:2][CH2:3][N:4]([c:7]2[cH:8][cH:9][c:10](-[c:13]3[cH:14][cH:15][c:16]4[c:17]([cH:27]3)[CH:18]=[C:19]([C:23](=[O:24])[O:25][CH3:26])[CH2:20][CH2:21][S:22]4)[cH:11][cH:12]2)[CH2:5][CH2:6]1.[OH-:28]>>[O:1]1[CH2:2][CH2:3][N:4]([c:7]2[cH:8][cH:9][c:10](-[c:13]3[cH:14][cH:15][c:16]4[c:17]([cH:27]3)[CH:18]=[C:19]([C:23](=[O:24])[OH:25])[CH2:20][CH2:21][S:22]4)[cH:11][cH:12]2)[CH2:5][CH2:6]1. Starting materials: C1CCOC1, CCO, Cl, [Na+], COC(=O)C1=Cc2cc(-c3ccc(N4CCOCC4)cc3)ccc2SCC1, [OH-]. The product is O=C(O)C1=Cc2cc(-c3ccc(N4CCOCC4)cc3)ccc2SCC1. The reactants are C(C)(=O)N1C2=CC=C(C=C2SC=2C=C(C=CC12)N(C)C)N(C)C (10-acetyl-N,N,N′,N′-tetramethyl-10H-phenothiazine-3,7-diamine), C(CS(=O)(=O)O)S(=O)(=O)O (1,2-ethanedisulfonic acid). Solvent: C(C)O (ethanol). Product: C(CS(=O)(=O)[O-])S(=O)(=O)[O-].C[NH+](C=1C=CC=2NC3=CC=C(C=C3SC2C1)[NH+](C)C)C (N,N,N′,N′-Tetramethyl-10H-phenothiazine-3,7-diaminium ethanedisulfonate). Reaction SMILES: C([N:4]1[C:17]2[CH:16]=[CH:15][C:14]([N:18]([CH3:20])[CH3:19])=[CH:13][C:12]=2[S:11][C:10]2[C:5]1=[CH:6][CH:7]=[C:8]([N:21]([CH3:23])[CH3:22])[CH:9]=2)(=O)C.[CH2:24]([S:30]([OH:33])(=[O:32])=[O:31])[CH2:25][S:26]([OH:29])(=[O:28])=[O:27]>C(O)C>[CH2:24]([S:30]([O-:33])(=[O:32])=[O:31])[CH2:25][S:26]([O-:29])(=[O:28])=[O:27].[CH3:19][NH+:18]([CH3:20])[C:14]1[CH:15]=[CH:16][C:17]2[NH:4][C:5]3[C:10]([S:11][C:12]=2[CH:13]=1)=[CH:9][C:8]([NH+:21]([CH3:23])[CH3:22])=[CH:7][CH:6]=3 |f:3.4|. Reported procedure: The synthesis of LMT.EDSA was carried out by acid hydrolysis of 10-acetyl-N,N,N′,N′-tetramethyl-10H-phenothiazine-3,7-diamine. The acid used was 1,2-ethanedisulfonic acid and the solvent combination was aqueous ethanol. The reactants are CC(=O)[O-], CCO, OB(O)c1cccnc1F, [K+], Cc1nc(N)cc(Cl)n1, O. Yields the product Cc1nc(N)cc(-c2cccnc2F)n1. RXN SMILES: [CH3:21][C:22](=[O:23])[O-:24].[CH3:25][CH2:26][OH:27].[F:10][c:11]1[n:12][cH:13][cH:14][cH:15][c:16]1[B:17]([OH:18])[OH:19].[K+:20].[NH2:1][c:2]1[n:3][c:4]([CH3:9])[n:5][c:6]([Cl:8])[cH:7]1.[OH2:28]>>[NH2:1][c:2]1[n:3][c:4]([CH3:9])[n:5][c:6](-[c:16]2[c:11]([F:10])[n:12][cH:13][cH:14][cH:15]2)[cH:7]1.